From a dataset of the Open Reaction Database (ORD), a public repository of structured organic reaction records. describe an organic reaction: reactants, conditions, products, and yield The product is C(C1=CC=CC=C1)OCCCN1S(C2=C(C1C1=CN(C3=CC=C(C=C13)C)CC(=O)O)C=CC=C2)(=O)=O ({3-[2-(3-Benzyloxy-propyl)-1,1-dioxo-2,3-dihydro-1H-1λ6-benzo[d]isothiazol-3-yl]-5-methyl-indol-1-yl}-acetic acid). Procedure details: The title compound was prepared by the method described for example 14 using the product from example 2, step c) and (3-bromo-propoxymethyl)-benzene. MS: ESI (negative): 503 (M−H). Reactants: C(C)(C)(C)OC(CN1C=C(C2=CC(=CC=C12)C)C1NS(C2=C1C=CC=C2)(=O)=O)=O ([3-(1,1-Dioxo-2,3-dihydro-1H-1λ6-benzo[d]isothiazol-3-yl)-5-methyl-indol-1-yl]-acetic acid tert-butyl ester), BrCCCOCC1=CC=CC=C1 ((3-bromo-propoxymethyl)-benzene). As a reaction SMILES: C([O:5][C:6](=[O:29])[CH2:7][N:8]1[C:16]2[C:11](=[CH:12][C:13]([CH3:17])=[CH:14][CH:15]=2)[C:10]([CH:18]2[C:22]3[CH:23]=[CH:24][CH:25]=[CH:26][C:21]=3[S:20](=[O:28])(=[O:27])[NH:19]2)=[CH:9]1)(C)(C)C.Br[CH2:31][CH2:32][CH2:33][O:34][CH2:35][C:36]1[CH:41]=[CH:40][CH:39]=[CH:38][CH:37]=1>>[CH2:35]([O:34][CH2:33][CH2:32][CH2:31][N:19]1[CH:18]([C:10]2[C:11]3[C:16](=[CH:15][CH:14]=[C:13]([CH3:17])[CH:12]=3)[N:8]([CH2:7][C:6]([OH:5])=[O:29])[CH:9]=2)[C:22]2[CH:23]=[CH:24][CH:25]=[CH:26][C:21]=2[S:20]1(=[O:27])=[O:28])[C:36]1[CH:41]=[CH:40][CH:39]=[CH:38][CH:37]=1. The reactants are NC1=NC(=CC(=C1)Br)N (2.6-diamino-4-bromopyridine), [Cu]C#N (copper(I)cyanide). Solvent: CN(C=O)C (dimethylformamide). Reaction conditions: temperature 230 celsius. The product is NC1=NC(=CC(=C1)C#N)N (2,6-Diamino-4-cyano-pyridine). The yield is 74.0%. RXN SMILES: [NH2:1][C:2]1[CH:7]=[C:6](Br)[CH:5]=[C:4]([NH2:9])[N:3]=1.[Cu][C:11]#[N:12]>CN(C)C=O>[NH2:1][C:2]1[CH:7]=[C:6]([C:11]#[N:12])[CH:5]=[C:4]([NH2:9])[N:3]=1. Reported procedure: A mixture of 1.00 g 2.6-diamino-4-bromopyridine and 0.992 g copper(I)cyanide in 10 ml dimethylformamide was heated under microwave irradiation to 230° C. for 1000 sec. The resulting mixture was partitioned between 10% aqueous ammonium chloride and ethyl acetate. The phases were separated and the aqueous phase was extracted with ethyl acetate. The organic phases were washed with water and brine, dried over magnesium sulfate dihydrate and evaporated. The solid residue was dissolved in hot ethyl ac... Starting materials: C(CCC)C1=NC2=C(N1CC1=CC=C(C=C1)C=1C(=CC=CC1)C(=O)OC(C)(C)C)C=C(C=C2)N(S(=O)(=O)C2=CC=C(C=C2)Cl)C (tert.-butyl 4'-[[2-n-butyl-6-(N-4-chlorobenzenesulphonyl-methylamino)-benzimidazol-1-yl]methyl]biphenyl-2-carboxylate), FC(C(=O)O)(F)F (trifluoroacetic acid). Solvent: C(Cl)Cl (methylene chloride). Product: C(CCC)C1=NC2=C(N1CC1=CC=C(C=C1)C=1C(=CC=CC1)C(=O)O)C=C(C=C2)N(S(=O)(=O)C2=CC=C(C=C2)Cl)C (4'-[[2-n-Butyl-6-(N-4-chlorobenzenesulphonyl-methylamino)-benzimidazol-1-yl]methyl]biphenyl-2-carboxylic acid). Reaction SMILES: [CH2:1]([C:5]1[N:9]([CH2:10][C:11]2[CH:16]=[CH:15][C:14]([C:17]3[C:18]([C:23]([O:25]C(C)(C)C)=[O:24])=[CH:19][CH:20]=[CH:21][CH:22]=3)=[CH:13][CH:12]=2)[C:8]2[CH:30]=[C:31]([N:34]([CH3:45])[S:35]([C:38]3[CH:43]=[CH:42][C:41]([Cl:44])=[CH:40][CH:39]=3)(=[O:37])=[O:36])[CH:32]=[CH:33][C:7]=2[N:6]=1)[CH2:2][CH2:3][CH3:4].FC(F)(F)C(O)=O>C(Cl)Cl>[CH2:1]([C:5]1[N:9]([CH2:10][C:11]2[CH:16]=[CH:15][C:14]([C:17]3[C:18]([C:23]([OH:25])=[O:24])=[CH:19][CH:20]=[CH:21][CH:22]=3)=[CH:13][CH:12]=2)[C:8]2[CH:30]=[C:31]([N:34]([CH3:45])[S:35]([C:38]3[CH:39]=[CH:40][C:41]([Cl:44])=[CH:42][CH:43]=3)(=[O:36])=[O:37])[CH:32]=[CH:33][C:7]=2[N:6]=1)[CH2:2][CH2:3][CH3:4]. Procedure: Prepared analogously to Example 1 from tert.-butyl 4'-[[2-n-butyl-6-(N-4-chlorobenzenesulphonyl-methylamino)-benzimidazol-1-yl]methyl]biphenyl-2-carboxylate and trifluoroacetic acid in methylene chloride. The reactants are BrC=1C=C(OC2=C3C=NNC3=CC=C2Cl)C=C(C1)Cl (4-(3-bromo-5-chlorophenoxy)-5-chloro-1H-indazole), CN(C)C=O (DMF), palladium tetrakis triphenylphosphine. Reagents/catalysts: [C-]#N.[Zn+2].[C-]#N (zinc cyanide). Conditions: temperature 90 celsius. Yields the product ClC=1C=C(C#N)C=C(C1)OC1=C2C=NNC2=CC=C1Cl (3-Chloro-5-[(5-chloro-1H-indazol-4-yl)oxy]benzonitrile). As a reaction SMILES: Br[C:2]1[CH:3]=[C:4]([CH:16]=[C:17]([Cl:19])[CH:18]=1)[O:5][C:6]1[C:14]([Cl:15])=[CH:13][CH:12]=[C:11]2[C:7]=1[CH:8]=[N:9][NH:10]2.[CH3:20][N:21](C=O)C>[C-]#N.[Zn+2].[C-]#N>[Cl:19][C:17]1[CH:18]=[C:2]([CH:3]=[C:4]([O:5][C:6]2[C:14]([Cl:15])=[CH:13][CH:12]=[C:11]3[C:7]=2[CH:8]=[N:9][NH:10]3)[CH:16]=1)[C:20]#[N:21] |f:2.3.4|. Procedure details: To a suspension of 4-(3-bromo-5-chlorophenoxy)-5-chloro-1H-indazole (40 g, 112 mmol) and zinc cyanide (15.74 g, 134 mmol) in DMF (400 mL) was added palladium tetrakis triphenylphosphine (38.7 g, 33.5 mmol) and heated to 90° C. for 1 hour. After this time, the reaction was cooled to room temperature and partitioned between saturated aq. NH4Cl (500 mL), water (500 mL) and EtOAc (2×1000 mL). The combined extracts were dried over MgSO4, absorbed onto silica gel (200 g) and the solvent removed in vac...